Dataset: the Open Reaction Database (ORD), a public repository of structured organic reaction records. Task: describe an organic reaction: reactants, conditions, products, and yield Starting materials: C1CCOC1, CO, COC(=O)c1ccc2c(c1)-c1cc3c(C4CCCCC4)cccc3n1C=C1N(C)N=CN12, [Na+], [OH-]. Product: CN1N=CN2C1=Cn1c(cc3c(C4CCCCC4)cccc31)-c1cc(C(=O)O)ccc12. RXN SMILES: [CH2:35]1[O:36][CH2:37][CH2:38][CH2:39]1.[CH3:40][OH:41].[CH:1]1([c:7]2[c:8]3[cH:9][c:10]4[n:11]([c:29]3[cH:30][cH:31][cH:32]2)[CH:12]=[C:13]2[N:14]([c:15]3[c:16]-4[cH:17][c:18]([C:21](=[O:22])[O:23][CH3:24])[cH:19][cH:20]3)[CH:25]=[N:26][N:27]2[CH3:28])[CH2:2][CH2:3][CH2:4][CH2:5][CH2:6]1.[Na+:34].[OH-:33]>>[CH:1]1([c:7]2[c:8]3[cH:9][c:10]4[n:11]([c:29]3[cH:30][cH:31][cH:32]2)[CH:12]=[C:13]2[N:14]([c:15]3[c:16]-4[cH:17][c:18]([C:21](=[O:22])[OH:23])[cH:19][cH:20]3)[CH:25]=[N:26][N:27]2[CH3:28])[CH2:2][CH2:3][CH2:4][CH2:5][CH2:6]1. Starting materials: Cc1onc2c1c(=O)n(C1CC(C(=O)O)CN(C(=O)OC(C)(C)C)C1)c1cccc(Cl)c21, C1CCOC1. The product is Cc1onc2c1c(=O)n(C1CC(CO)CN(C(=O)OC(C)(C)C)C1)c1cccc(Cl)c21. RXN SMILES: [C:1]([CH3:2])([CH3:3])([CH3:4])[O:5][C:6](=[O:7])[N:8]1[CH2:9][CH:10]([C:30](=[O:31])[OH:32])[CH2:11][CH:12]([n:14]2[c:15](=[O:29])[c:16]3[c:17]([c:18]4[c:19]([Cl:24])[cH:20][cH:21][cH:22][c:23]24)[n:25][o:26][c:27]3[CH3:28])[CH2:13]1.[CH2:33]1[O:34][CH2:35][CH2:36][CH2:37]1>>[C:1]([CH3:2])([CH3:3])([CH3:4])[O:5][C:6](=[O:7])[N:8]1[CH2:9][CH:10]([CH2:30][OH:31])[CH2:11][CH:12]([n:14]2[c:15](=[O:29])[c:16]3[c:17]([c:18]4[c:19]([Cl:24])[cH:20][cH:21][cH:22][c:23]24)[n:25][o:26][c:27]3[CH3:28])[CH2:13]1. Starting materials: CS(=O)(=O)O, CCOCC, ClCCl, COc1ccc(C2=C(c3ccc(OCc4cn5ncccc5n4)cc3)C(=O)C(C)(C)O2)cc1. The product is CS(=O)(=O)O, COc1ccc(C2=C(c3ccc(OCc4cn5ncccc5n4)cc3)C(=O)C(C)(C)O2)cc1. Reaction SMILES: [CH3:1][S:2]([OH:3])(=[O:4])=[O:5].[CH3:42][CH2:43][O:44][CH2:45][CH3:46].[Cl:39][CH2:40][Cl:41].[n:6]1[c:7]([CH2:15][O:16][c:17]2[cH:18][cH:19][c:20]([C:23]3=[C:27]([c:28]4[cH:29][cH:30][c:31]([O:34][CH3:35])[cH:32][cH:33]4)[O:26][C:25]([CH3:36])([CH3:37])[C:24]3=[O:38])[cH:21][cH:22]2)[cH:8][n:9]2[n:10][cH:11][cH:12][cH:13][c:14]12>>[CH3:1][S:2](=[O:3])(=[O:4])[OH:5].[n:6]1[c:7]([CH2:15][O:16][c:17]2[cH:18][cH:19][c:20]([C:23]3=[C:27]([c:28]4[cH:29][cH:30][c:31]([O:34][CH3:35])[cH:32][cH:33]4)[O:26][C:25]([CH3:36])([CH3:37])[C:24]3=[O:38])[cH:21][cH:22]2)[cH:8][n:9]2[n:10][cH:11][cH:12][cH:13][c:14]12. Reactants: ClC1=CC(=CC=C1)C(=O)OO (m-chloroperbenzoic acid), BrC=1C=CC=2N(C1)C(=CN2)C=2OC(=NN2)SC (6-bromo-3-(5-methylsulfanyl[1,3,4]oxadiazol-2-yl)imidazo[1,2-a]pyridine), ClCCl (dichloromethane), S(=S)(=O)([O-])[O-].[Na+].[Na+] (sodium thiosulfate). Run in C(C)(=O)OCC (Ethyl acetate). Reaction conditions: time 8 hour. The product is BrC=1C=CC=2N(C1)C(=CN2)C=2OC(=NN2)S(=O)(=O)C (6-bromo-3-(5-methylsulfonyl[1,3,4]oxadiazol-2-yl)imidazo[1,2-a]pyridine). Reaction SMILES: Cl[C:2]1C=CC=C(C(OO)=O)C=1.[Br:12][C:13]1[CH:14]=[CH:15][C:16]2[N:17]([C:19]([C:22]3[O:23][C:24](SC)=[N:25][N:26]=3)=[CH:20][N:21]=2)[CH:18]=1.ClCCl.[S:32]([O-:36])([O-])(=[O:34])=S.[Na+].[Na+]>C(OCC)(=O)C>[Br:12][C:13]1[CH:14]=[CH:15][C:16]2[N:17]([C:19]([C:22]3[O:23][C:24]([S:32]([CH3:2])(=[O:36])=[O:34])=[N:25][N:26]=3)=[CH:20][N:21]=2)[CH:18]=1 |f:3.4.5|. Reported procedure: 1.16 g of m-chloroperbenzoic acid was added to a mixture of 981 mg 6-bromo-3-(5-methylsulfanyl[1,3,4]oxadiazol-2-yl)imidazo[1,2-a]pyridine (compound in Production Example 279) and 30 mL dichloromethane under ice-coolingd water, then retuned to room temperature and stirred overnight. Ethyl acetate and an aqueous saturated sodium thiosulfate solution were added to the reaction solution, and the mixture was stirred. The organic layer was separated, washed twice with an aqueous saturated sodium bica... Starting materials: C1CCOC1, O=[N+]([O-])c1ccc(S(=O)(=O)Nc2cccnc2)cc1, CCOC(=O)N=NC(=O)OCC, CC(C)(C)OC(=O)Nc1ccc(-c2cccs2)cc1NC(=O)c1ccc(CN2CCC(O)C2)cc1, c1ccc(P(c2ccccc2)c2ccccc2)cc1. The product is CC(C)(C)OC(=O)Nc1ccc(-c2cccs2)cc1NC(=O)c1ccc(CN2CCC(N(c3cccnc3)S(=O)(=O)c3ccc([N+](=O)[O-])cc3)C2)cc1. As a reaction SMILES: [CH2:86]1[O:87][CH2:88][CH2:89][CH2:90]1.[N+:36](=[O:37])([O-:38])[c:39]1[cH:40][cH:41][c:42]([S:45](=[O:46])(=[O:47])[NH:48][c:49]2[cH:50][n:51][cH:52][cH:53][cH:54]2)[cH:43][cH:44]1.[O:74]=[C:75]([O:76][CH2:77][CH3:78])[N:79]=[N:80][C:81]([O:82][CH2:83][CH3:84])=[O:85].[OH:1][CH:2]1[CH2:3][N:4]([CH2:7][c:8]2[cH:9][cH:10][c:11]([C:12](=[O:13])[NH:14][c:15]3[c:16]([NH:26][C:27]([O:28][C:29]([CH3:30])([CH3:31])[CH3:32])=[O:33])[cH:17][cH:18][c:19](-[c:21]4[s:22][cH:23][cH:24][cH:25]4)[cH:20]3)[cH:34][cH:35]2)[CH2:5][CH2:6]1.[c:55]1([P:56]([c:57]2[cH:58][cH:59][cH:60][cH:61][cH:62]2)[c:63]2[cH:64][cH:65][cH:66][cH:67][cH:68]2)[cH:69][cH:70][cH:71][cH:72][cH:73]1>>[CH:2]1([N:48]([S:45]([c:42]2[cH:41][cH:40][c:39]([N+:36](=[O:37])[O-:38])[cH:44][cH:43]2)(=[O:46])=[O:47])[c:49]2[cH:50][n:51][cH:52][cH:53][cH:54]2)[CH2:3][N:4]([CH2:7][c:8]2[cH:9][cH:10][c:11]([C:12](=[O:13])[NH:14][c:15]3[c:16]([NH:26][C:27]([O:28][C:29]([CH3:30])([CH3:31])[CH3:32])=[O:33])[cH:17][cH:18][c:19](-[c:21]4[s:22][cH:23][cH:24][cH:25]4)[cH:20]3)[cH:34][cH:35]2)[CH2:5][CH2:6]1. The reactants are O=C([O-])O, ClCCl, COc1cccc(C2=CCCc3ccccc32)c1, O=C(OO)c1cccc(Cl)c1, [Na+], O. Yields the product COc1cccc(C2C(=O)CCc3ccccc32)c1. As a reaction SMILES: [C:19]([O-:20])(=[O:21])[OH:22].[CH2:36]([Cl:37])[Cl:38].[CH3:1][O:2][c:3]1[cH:4][c:5]([C:9]2=[CH:10][CH2:11][CH2:12][c:13]3[cH:14][cH:15][cH:16][cH:17][c:18]32)[cH:6][cH:7][cH:8]1.[Cl:25][c:26]1[cH:27][cH:28][cH:29][c:30]([C:31]([O:32][OH:33])=[O:34])[cH:35]1.[Na+:23].[OH2:24]>>[CH3:1][O:2][c:3]1[cH:4][c:5]([CH:9]2[C:10](=[O:20])[CH2:11][CH2:12][c:13]3[cH:14][cH:15][cH:16][cH:17][c:18]32)[cH:6][cH:7][cH:8]1. Starting materials: CC(C)(C)c1cc(SC#N)c2nc(N)sc2c1, CCO, O=P([O-])([O-])[O-], OC(CS)C(O)CS. Yields the product CC(C)(C)c1cc(S)c2nc(N)sc2c1. RXN SMILES: [C:1]([CH3:2])([CH3:3])([CH3:4])[c:5]1[cH:6][c:7]2[c:8]([n:9][c:10]([NH2:12])[s:11]2)[c:13]([S:15][C:16]#[N:17])[cH:14]1.[CH3:31][CH2:32][OH:33].[O-:26][P:27](=[O:28])([O-:29])[O-:30].[SH:18][CH2:19][CH:20]([CH:21]([CH2:22][SH:23])[OH:24])[OH:25]>>[C:1]([CH3:2])([CH3:3])([CH3:4])[c:5]1[cH:6][c:7]2[c:8]([n:9][c:10]([NH2:12])[s:11]2)[c:13]([SH:15])[cH:14]1.